From a dataset of the Open Reaction Database (ORD), a public repository of structured organic reaction records. describe an organic reaction: reactants, conditions, products, and yield The reactants are C(C)(=O)N1C(C(C2=CC(=CC=C12)[N+](=O)[O-])=C(C1=CC=C(C=C1)Cl)Cl)=O (1-acetyl-3-[1-chloro-1-(4-chlorophenyl)-methylidene)-5-nitro-2-indolinone), CN(C)CC1=CC=C(N)C=C1 (4-dimethylaminomethyl-aniline), [OH-].[Na+] (sodium hydroxide). Run in CN(C)C=O (DMF), CO (methanol). Product: CN(C)CC1=CC=C(C=C1)N\C(\C1=CC=C(C=C1)Cl)=C\1/C(NC2=CC=C(C=C12)[N+](=O)[O-])=O ((Z)-3-[1-(4-dimethylaminomethyl-phenylamino)-1-(4-chlorophenyl)-methylidene]-5-nitro-2-indolinone). As a reaction SMILES: C([N:4]1[C:12]2[C:7](=[CH:8][C:9]([N+:13]([O-:15])=[O:14])=[CH:10][CH:11]=2)[C:6](=[C:16](Cl)[C:17]2[CH:22]=[CH:21][C:20]([Cl:23])=[CH:19][CH:18]=2)[C:5]1=[O:25])(=O)C.[CH3:26][N:27]([CH2:29][C:30]1[CH:36]=[CH:35][C:33]([NH2:34])=[CH:32][CH:31]=1)[CH3:28].[OH-].[Na+]>CN(C=O)C.CO>[CH3:28][N:27]([CH2:29][C:30]1[CH:31]=[CH:32][C:33]([NH:34]/[C:16](=[C:6]2\[C:5](=[O:25])[NH:4][C:12]3[C:7]\2=[CH:8][C:9]([N+:13]([O-:15])=[O:14])=[CH:10][CH:11]=3)/[C:17]2[CH:18]=[CH:19][C:20]([Cl:23])=[CH:21][CH:22]=2)=[CH:35][CH:36]=1)[CH3:26] |f:2.3|. Procedure details: Prepared analogously to Example 2 from 1-acetyl-3-[1-chloro-1-(4-chlorophenyl)-methylidene)-5-nitro-2-indolinone and 4-dimethylaminomethyl-aniline in DMF and subsequent treatment with sodium hydroxide solution in methanol. The yield is 74.9%. As a reaction SMILES: C(NC(C)C)(C)C.C([Li])CCC.[CH3:13][C:14]1[CH:15]=[N:16][CH:17]=[CH:18][CH:19]=1.CN(C)C1C=CC=CC=1.[CH2:29]1[O:31][CH:30]1[CH2:32][OH:33]>O1CCCC1.O>[N:16]1[CH:17]=[CH:18][CH:19]=[C:14]([CH2:13][CH2:29][CH:30]([OH:31])[CH2:32][OH:33])[CH:15]=1. Run in O1CCCC1 (tetrahydrofuran), O (water), O1CCCC1 (tetrahydrofuran), O1CCCC1 (tetrahydrofuran). Reaction conditions: time 30 minute. Procedure: Under argon gas, a solution of diisopropylamine (5.57 g, 55 mmol) in tetrahydrofuran (5 mL) was added dropwise to n-butyllithium (1.53 M in hexane, 31.8 mL, 50 mmol) at 5° C. and the mixture was stirred for 30 minutes. To this was further added a solution of 3-methylpyridine (5.588 g, 30 mmol) in tetrahydrofuran (5 mL) dropwise at 5° C., and the mixture was stirred for 30 minutes. Then, N,N-dimethylaniline (3.64 g, 30 mmol) was added and the mixture was further stirred at 5° C. for 30 minutes. T... Reactants: CC=1C=NC=CC1 (3-methylpyridine), CN(C1=CC=CC=C1)C (N,N-dimethylaniline), C1C(O1)CO (glycidol), C(C)(C)NC(C)C (diisopropylamine), C(CCC)[Li] (n-butyllithium). The product is N1=CC(=CC=C1)CCC(CO)O (4-(3-pyridyl)-1,2-butanediol). Starting materials: CC(C)C[Al+]CC(C)C, COC(=O)c1ccc2c(c1)OC(C)(C)C(=O)N2, Cc1ccccc1, Cl, [H-], C1CCOC1. Yields the product CC1(C)Oc2cc(CO)ccc2NC1=O. RXN SMILES: [CH2:19]([Al+:20][CH2:21][CH:22]([CH3:23])[CH3:24])[CH:25]([CH3:26])[CH3:27].[CH3:1][C:2]1([CH3:17])[O:3][c:4]2[c:5]([cH:9][cH:10][c:11]([C:13](=[O:14])[O:15][CH3:16])[cH:12]2)[NH:6][C:7]1=[O:8].[CH3:34][c:35]1[cH:36][cH:37][cH:38][cH:39][cH:40]1.[ClH:28].[H-:18].[O:29]1[CH2:30][CH2:31][CH2:32][CH2:33]1>>[CH3:1][C:2]1([CH3:17])[O:3][c:4]2[c:5]([cH:9][cH:10][c:11]([CH2:13][OH:14])[cH:12]2)[NH:6][C:7]1=[O:8].